This data is from the Open Reaction Database (ORD), a public repository of structured organic reaction records. The task is: describe an organic reaction: reactants, conditions, products, and yield Reactants: OC=1C=C(C(C(=O)O)=CC1)C(=O)O (4-hydroxyphthalic acid), NC1=CC=CC=C1 (aniline), FC(S(=O)(=O)OS(=O)(=O)C(F)(F)F)(F)F (trifluoromethanesulfonic anhydride), 4-(N-phenylphthalimide)-yl-triflate. Product: OC=1C=C2C(C(=O)N(C2=O)C2=CC=CC=C2)=CC1 (4-Hydroxy-N-phenylphthalimide). Reaction SMILES: [OH:1][C:2]1[CH:3]=[C:4]([C:11]([OH:13])=O)[C:5](=[CH:9][CH:10]=1)[C:6]([OH:8])=O.[NH2:14][C:15]1[CH:20]=[CH:19][CH:18]=[CH:17][CH:16]=1.FC(F)(F)S(OS(C(F)(F)F)(=O)=O)(=O)=O>>[OH:1][C:2]1[CH:3]=[C:4]2[C:11](=[O:13])[N:14]([C:15]3[CH:20]=[CH:19][CH:18]=[CH:17][CH:16]=3)[C:6](=[O:8])[C:5]2=[CH:9][CH:10]=1. Procedure: 4-Hydroxy-N-phenylphthalimide was synthesized from 4-hydroxyphthalic acid and aniline in the same manner as in Example 1, a). By the reaction of the synthesized compound with trifluoromethanesulfonic anhydride, 4-(N-phenylphthalimide)-yl-triflate (NPhITf) was synthesized.